Dataset: the Open Reaction Database (ORD), a public repository of structured organic reaction records. Task: describe an organic reaction: reactants, conditions, products, and yield The reactants are CCO, C=Cc1ccccn1, CN1CCc2[nH]c3ccc(Cl)cc3c2C1, [Na]. The product is CN1CCc2c(c3cc(Cl)ccc3n2CCc2ccccn2)C1. As a reaction SMILES: [CH3:25][CH2:26][OH:27].[CH:16](=[CH2:17])[c:18]1[n:19][cH:20][cH:21][cH:22][cH:23]1.[Cl:1][c:2]1[cH:3][c:4]2[c:5]3[c:6]([nH:7][c:8]2[cH:9][cH:10]1)[CH2:11][CH2:12][N:13]([CH3:15])[CH2:14]3.[Na:24]>>[Cl:1][c:2]1[cH:3][c:4]2[c:5]3[c:6]([n:7]([CH2:17][CH2:16][c:18]4[n:19][cH:20][cH:21][cH:22][cH:23]4)[c:8]2[cH:9][cH:10]1)[CH2:11][CH2:12][N:13]([CH3:15])[CH2:14]3. Reactants: O (water), C(CCC)[Li] (n-butyllithium), BrC1=C(C=CC(=C1)OC(F)(F)F)F (2-bromo-1-fluoro-4-trifluoromethoxybenzene), N1=CC=C(C=C1)C=O (4-pyridinecarboxaldehyde). Solvent: O1CCCC1 (tetrahydrofuran), hexanes, C(CCC)[Mg]Cl (n-butylmagnesium chloride), O1CCCC1 (tetrahydrofuran), O1CCCC1 (tetrahydrofuran). Yields the product FC1=C(C=C(C=C1)OC(F)(F)F)C(O)C1=CC=NC=C1 ((2-fluoro-5-trifluoromethoxyphenyl)pyridin-4-ylmethanol). Reaction SMILES: C([Li])CCC.Br[C:7]1[CH:12]=[C:11]([O:13][C:14]([F:17])([F:16])[F:15])[CH:10]=[CH:9][C:8]=1[F:18].[N:19]1[CH:24]=[CH:23][C:22]([CH:25]=[O:26])=[CH:21][CH:20]=1.O>O1CCCC1.C([Mg]Cl)CCC>[F:18][C:8]1[CH:9]=[CH:10][C:11]([O:13][C:14]([F:17])([F:16])[F:15])=[CH:12][C:7]=1[CH:25]([C:22]1[CH:23]=[CH:24][N:19]=[CH:20][CH:21]=1)[OH:26]. Procedure: To a solution in tetrahydrofuran (3 mL) at 0° C. of 2.3M n-butyllithium in hexanes (0.95 mL) and 2M n-butylmagnesium chloride in tetrahydrofuran (0.55 mL) is added a solution of 2-bromo-1-fluoro-4-trifluoromethoxybenzene in tetrahydrofuran (4 mL). After stirring at 0° C. for 20 minutes 4-pyridinecarboxaldehyde (193 μL) is added and the mixture stirred at room temperature for one night. After hydrolysis with water, the aqueous phase is extracted with ethyl acetate. The pooled organic extracts are... The reactants are N(=O)[O-].[Na+] (sodium nitrite), cuprous oxide, S(O)(O)(=O)=O (sulfuric acid), C(C)(=O)O (acetic acid), NC1=C(C(=C(C=C1)[N+](=O)[O-])CCO)F (4-Amino-3-fluoro-2-(2-hydroxyethyl)nitrobenzene), ice water. Run in C(C)O (ethanol), C(Cl)(Cl)Cl (chloroform). Reaction conditions: temperature 50 celsius, time 20 minute. Product: FC=1C(=C(C=CC1)[N+](=O)[O-])CCO (3-Fluoro-2-(2-hydoxyethyl)nitrobenzene). Yield: 46.1%. RXN SMILES: N([O-])=O.[Na+].S(=O)(=O)(O)O.C(O)(=O)C.N[C:15]1[CH:20]=[CH:19][C:18]([N+:21]([O-:23])=[O:22])=[C:17]([CH2:24][CH2:25][OH:26])[C:16]=1[F:27]>C(Cl)(Cl)Cl.C(O)C>[F:27][C:16]1[C:17]([CH2:24][CH2:25][OH:26])=[C:18]([N+:21]([O-:23])=[O:22])[CH:19]=[CH:20][CH:15]=1 |f:0.1|. Procedure: While cooling on ice, 6.52 g (94.5 mmol) of sodium nitrite was added to 45 ml of concentrated sulfuric acid through 30 minutes. Then, 180 ml of acetic acid solution containing 14.5 g (72.9 mmol) of the compound (124) obtained in Reference Example 6 was dropped to the solution through 1.5 hours below 20° C. The solution was stirred for 20 minutes. The solution was dropped to 300 ml ethanol suspension containing 40.9 g (285.8 mmol) of cuprous oxide. The reaction solution was heated at 50° C. and w... Reactants: FC1=CC=C(OC2=CC=C(CSC=3NC=C(C(N3)=O)CC=3C=NC(=NC3)OC)C=C2)C=C1 (2-((4-(4-fluorophenoxy)benzyl)thio)-5-((2-methoxypyrimidin-5-yl)methyl)pyrimidin-4(1H)-one), CCN(C(C)C)C(C)C (Hunig's base), C(C)I (EtI). Run in ClCCCl (DCE). Reaction conditions: temperature 55 celsius. Yields the product C(C)N1C(=NC(C(=C1)CC=1C=NC(=NC1)OC)=O)SCC1=CC=C(C=C1)OC1=CC=C(C=C1)F (1-ethyl-2-[({4-[(4-fluorophenyl)oxy]phenyl}methyl)thio]-5-{[2-(methyloxy)-5-pyrimidinyl]methyl}-4(1H)-pyrimidinone). Isolated yield 5.6%. As a reaction SMILES: [F:1][C:2]1[CH:32]=[CH:31][C:5]([O:6][C:7]2[CH:30]=[CH:29][C:10]([CH2:11][S:12][C:13]3[NH:14][CH:15]=[C:16]([CH2:20][C:21]4[CH:22]=[N:23][C:24]([O:27][CH3:28])=[N:25][CH:26]=4)[C:17](=[O:19])[N:18]=3)=[CH:9][CH:8]=2)=[CH:4][CH:3]=1.[CH3:33][CH2:34]N(C(C)C)C(C)C.C(I)C>ClCCCl>[CH2:33]([N:14]1[CH:15]=[C:16]([CH2:20][C:21]2[CH:26]=[N:25][C:24]([O:27][CH3:28])=[N:23][CH:22]=2)[C:17](=[O:19])[N:18]=[C:13]1[S:12][CH2:11][C:10]1[CH:29]=[CH:30][C:7]([O:6][C:5]2[CH:4]=[CH:3][C:2]([F:1])=[CH:32][CH:31]=2)=[CH:8][CH:9]=1)[CH3:34]. Procedure: To a solution of 2-((4-(4-fluorophenoxy)benzyl)thio)-5-((2-methoxypyrimidin-5-yl)methyl)pyrimidin-4(1H)-one (167 mg, 0.371 mmol) in DCE (5 mL) was added Hunig's base (0.194 mL, 1.112 mmol) and EtI (0.045 mL, 0.556 mmol). The mixture was heated at 55° C. for 2 days. Purification via reverse phase flash chromatography then afforded the title compound (10 mg, 5.64% yield). LCMS: rt=3.24 min, [M+H+]=479 The reactants are C1CO1, O, NCCN(CCO)CCO. The product is CC(=O)NCCN(CCO)CCO. As a reaction SMILES: [O:1]1[CH2:2][CH2:3]1.[OH2:14].[OH:4][CH2:5][CH2:6][N:7]([CH2:8][CH2:9][NH2:10])[CH2:11][CH2:12][OH:13]>>[O:1]=[C:2]([CH3:3])[NH:10][CH2:9][CH2:8][N:7]([CH2:6][CH2:5][OH:4])[CH2:11][CH2:12][OH:13].